Dataset: the Open Reaction Database (ORD), a public repository of structured organic reaction records. Task: describe an organic reaction: reactants, conditions, products, and yield Reported procedure: A solution of (1aRS,7bSR)-5-(4-fluoro-2-vinylbenzenesulfonylamino)-1,1a,2,7b-tetrahydro-cyclopropa[c]chromene-4-carboxylic acid (Intermediate 74, 0.150 g) and (R)-1-ethylpyrrolidin-3-ylamine (Intermediate 193, 0.25 g) in ethylene glycol (1 ml) was irradiated in the microwave at 200° C. for 30 minutes. After cooling, the mixture was diluted with water and loaded onto a SCX-2 SPE cartridge then washed with water, methanol and 2M ammonia in methanol. The basic fractions were combined and evaporated... The reactants are FC1=CC(=C(C=C1)S(=O)(=O)NC1=CC=C2C3C(COC2=C1C(=O)O)C3)C=C ((1aRS,7bSR)-5-(4-Fluoro-2-vinylbenzenesulfonylamino)-1,1a,2,7b-tetrahydro-cyclopropa[c]chromene-4-carboxylic acid), FC1=CC(=C(C=C1)S(=O)(=O)NC1=CC=C2C3C(COC2=C1C(=O)O)C3)C=C ((1aRS,7bSR)-5-(4-Fluoro-2-vinylbenzenesulfonylamino)-1,1a,2,7b-tetrahydro-cyclopropa[c]chromene-4-carboxylic acid), C(C)N1C[C@@H](CC1)N ((R)-1-ethylpyrrolidin-3-ylamine), C(C)N1C[C@@H](CC1)N ((R)-1-ethylpyrrolidin-3-ylamine). As a reaction SMILES: [F:1][C:2]1[CH:7]=[CH:6][C:5]([S:8]([NH:11][C:12]2[C:21]([C:22]([OH:24])=[O:23])=[C:20]3[C:15]([CH:16]4[CH2:25][CH:17]4[CH2:18][O:19]3)=[CH:14][CH:13]=2)(=[O:10])=[O:9])=[C:4]([CH:26]=[CH2:27])[CH:3]=1.[CH2:28]([N:30]1[CH2:34][CH2:33][C@@H:32]([NH2:35])[CH2:31]1)[CH3:29]>C(O)CO.O>[CH2:28]([N:30]1[CH2:34][CH2:33][C@@H:32]([NH:35][CH2:27][CH2:26][C:4]2[CH:3]=[C:2]([F:1])[CH:7]=[CH:6][C:5]=2[S:8]([NH:11][C:12]2[C:21]([C:22]([OH:24])=[O:23])=[C:20]3[C:15]([CH:16]4[CH2:25][CH:17]4[CH2:18][O:19]3)=[CH:14][CH:13]=2)(=[O:9])=[O:10])[CH2:31]1)[CH3:29]. Solvent: C(CO)O (ethylene glycol), O (water). The product is C(C)N1C[C@@H](CC1)NCCC1=C(C=CC(=C1)F)S(=O)(=O)NC1=CC=C2C3C(COC2=C1C(=O)O)C3 ((1aRS,7bSR)-5-{2-[2-((R)-1-ethylpyrrolidin-3-ylamino)ethyl]-4-fluorobenzenesulfonylamino}-1,1a,2,7b-tetrahydro-cyclopropa[c]chromene-4-carboxylic acid). Isolated yield 2.6%. Starting materials: ClCCCNC1=C(C(N(C(N1C)=O)C)=O)CCC#N (6-(3-chloropropylamino)-5-cyanoethyl-1,3-dimethyl-2,4(1H,3H)-pyrimidinedione), C(C)OC1=C(C=CC=C1)N1CCNCC1 (1-(2-ethoxyphenyl)piperazine), C(CC)N(CCC)CCC (tripropylamine). Solvent: C=1(C(=CC=CC1)C)C (xylene). Yields the product C(#N)CCC=1C(N(C(N(C1NCCCN1CCN(CC1)C1=C(C=CC=C1)OCC)C)=O)C)=O (5-Cyanoethyl-1,3-dimethyl-6-[[3-[4-(2-ethoxyphenyl)-1-piperazinyl]propyl]amino]-2,4(1H,3H)-pyrimidinedione). Yield: 57.0%. As a reaction SMILES: Cl[CH2:2][CH2:3][CH2:4][NH:5][C:6]1[N:11]([CH3:12])[C:10](=[O:13])[N:9]([CH3:14])[C:8](=[O:15])[C:7]=1[CH2:16][CH2:17][C:18]#[N:19].[CH2:20]([O:22][C:23]1[CH:28]=[CH:27][CH:26]=[CH:25][C:24]=1[N:29]1[CH2:34][CH2:33][NH:32][CH2:31][CH2:30]1)[CH3:21].C(N(CCC)CCC)CC>C1(C)C(C)=CC=CC=1>[C:18]([CH2:17][CH2:16][C:7]1[C:8](=[O:15])[N:9]([CH3:14])[C:10](=[O:13])[N:11]([CH3:12])[C:6]=1[NH:5][CH2:4][CH2:3][CH2:2][N:32]1[CH2:31][CH2:30][N:29]([C:24]2[CH:25]=[CH:26][CH:27]=[CH:28][C:23]=2[O:22][CH2:20][CH3:21])[CH2:34][CH2:33]1)#[N:19]. Reported procedure: 4.3 g (15 mmol) of 6-(3-chloropropylamino)-5-cyanoethyl-1,3-dimethyl-2,4(1H,3H)-pyrimidinedione and 4.2 g (15 mmol) of 1-(2-ethoxyphenyl)piperazine are heated at 140° C. for 14 h with 11.4 ml (60 mmol) of tripropylamine in 50 ml of xylene. The reaction mixture is concentrated in vacuo, the residue is taken up with 50 ml of water and 200 ml of ethyl acetate, and the mixture is treated with 300 ml of 1N NaOH, extracted and separated. The organic extract is washed with saturated NaCl solution and d... As a reaction SMILES: [Br:5][CH2:6][CH2:7][CH2:8][CH2:9][C:10](=[O:11])[O:12][CH3:13].[CH3:15][S:16]([CH3:17])=[O:18].[N-:2]=[N+:3]=[N-:4].[Na+:1].[OH2:14]>>[N:2](=[N+:3]=[N-:4])[CH2:6][CH2:7][CH2:8][CH2:9][C:10](=[O:11])[O:12][CH3:13]. The product is COC(=O)CCCCN=[N+]=[N-]. The reactants are COC(=O)CCCCBr, CS(C)=O, [N-]=[N+]=[N-], [Na+], O. Starting materials: OC1=CC=C(C=N1)C(=O)N1[C@@H](CCC1)CN1CCCC1 ((6-hydroxy-pyridin-3-yl)-(S)(+)-(2-pyrrolidin-1-ylmethyl-pyrrolidin-1-yl)-methanone), BrCCCC (1-bromo butane), C([O-])([O-])=O.[Cs+].[Cs+] (cesium carbonate). Run in O1CCOCC1 (dioxane), C(Cl)Cl (CH2Cl2). Run at temperature 85 celsius, time 10 hour. The product is C(CCC)OC1=CC=C(C=N1)C(=O)N1[C@@H](CCC1)CN1CCCC1 ((6-Butoxy-pyridin-3-yl)-(S)(+)-(2-pyrrolidin-1-ylmethyl-pyrrolidin-1-yl)-methanone). Isolated yield 50.6%. As a reaction SMILES: [OH:1][C:2]1[N:7]=[CH:6][C:5]([C:8]([N:10]2[CH2:14][CH2:13][CH2:12][C@H:11]2[CH2:15][N:16]2[CH2:20][CH2:19][CH2:18][CH2:17]2)=[O:9])=[CH:4][CH:3]=1.Br[CH2:22][CH2:23][CH2:24][CH3:25].C(=O)([O-])[O-].[Cs+].[Cs+]>O1CCOCC1.C(Cl)Cl>[CH2:22]([O:1][C:2]1[N:7]=[CH:6][C:5]([C:8]([N:10]2[CH2:14][CH2:13][CH2:12][C@H:11]2[CH2:15][N:16]2[CH2:20][CH2:19][CH2:18][CH2:17]2)=[O:9])=[CH:4][CH:3]=1)[CH2:23][CH2:24][CH3:25] |f:2.3.4|. Reported procedure: A mixture of (6-hydroxy-pyridin-3-yl)-(S)(+)-(2-pyrrolidin-1-ylmethyl-pyrrolidin-1-yl)-methanone (85 mg, 0.31 mmol), 1-bromo butane (0.04 mL, 0.36 mmol), cesium carbonate (195 mg, 0.60 mmol), and catalytic KI in dioxane (5 mL) is stirred under nitrogen at 80-90° C. for 10 h. The reaction is diluted with CH2Cl2, filtered, and washed with brine. The organic portion is dried over Na2SO4, filtered and evaporated. The crude product is partially purified by a SCX column (MeOH wash, elution with 2M NH3... Reactants: [F-].[K+] (potassium fluoride), FC=1C=C(C=C2CC(C(C12)=O)C1CCC(CC1)C1CCC(CC1)CCC)C (7-fluoro-5-methyl-2-(4′-propylbicyclohexyl-4-yl)-indan-1-one), FC(F)(F)[Si](C)(C)C (trifluoromethyltrimethylsilane), [F-].C(CCC)[N+](CCCC)(CCCC)CCCC (tetrabutylammonium fluoride), S(=O)(Cl)Cl (thionyl chloride). The solvent is CO (methanol), N1=CC=CC=C1 (pyridine), CO (carbinol), O1CCCC1 (tetrahydrofuran). Conditions: temperature 0 celsius, time 10 hour. Product: FC1=C2C(=C(CC2=CC(=C1)C)C1CCC(CC1)C1CCC(CC1)CCC)C(F)(F)F (4′-(4-Fluoro-6-methyl-3-trifluoromethyl-1H-inden-2-yl)4-propylbicyclohexyl). Reaction SMILES: [F:1][C:2]1[CH:3]=[C:4]([CH3:27])[CH:5]=[C:6]2[C:10]=1[C:9](=O)[CH:8]([CH:12]1[CH2:17][CH2:16][CH:15]([CH:18]3[CH2:23][CH2:22][CH:21]([CH2:24][CH2:25][CH3:26])[CH2:20][CH2:19]3)[CH2:14][CH2:13]1)[CH2:7]2.[F:28][C:29]([Si](C)(C)C)([F:31])[F:30].[F-].C([N+](CCCC)(CCCC)CCCC)CCC.[F-].[K+].S(Cl)(Cl)=O>O1CCCC1.CO.N1C=CC=CC=1>[F:1][C:2]1[CH:3]=[C:4]([CH3:27])[CH:5]=[C:6]2[C:10]=1[C:9]([C:29]([F:31])([F:30])[F:28])=[C:8]([CH:12]1[CH2:17][CH2:16][CH:15]([CH:18]3[CH2:23][CH2:22][CH:21]([CH2:24][CH2:25][CH3:26])[CH2:20][CH2:19]3)[CH2:14][CH2:13]1)[CH2:7]2 |f:2.3,4.5|. Procedure details: 8.5 g (0.023 mol) of 7-fluoro-5-methyl-2-(4′-propylbicyclohexyl-4-yl)-indan-1-one are dissolved in 50 ml of-tetrahydrofuran and the solution is cooled down to 0° C. 3.7 ml (0.025 mol) of trifluoromethyltrimethylsilane are added. 0.1 ml of tetrabutylammonium fluoride (1 M solution in THF) are added. After the reaction has ended, the mixture is subjected to conventional workup, and then the product is taken up in 40 ml of methanol, 200 mg of potassium fluoride are added and the mixture is refluxed... Starting materials: CN1CCN(C2CCC(n3nc(-c4ccc(N)cc4)c4c(N)ncnc43)CC2)CC1, Cc1cccc(N=C=O)c1, c1ccncc1. Product: Cc1cccc(NC(=O)Nc2ccc(-c3nn(C4CCC(N5CCN(C)CC5)CC4)c4ncnc(N)c34)cc2)c1. Reaction SMILES: [NH2:1][c:2]1[cH:3][cH:4][c:5](-[c:8]2[n:9][n:10]([CH:18]3[CH2:19][CH2:20][CH:21]([N:24]4[CH2:25][CH2:26][N:27]([CH3:30])[CH2:28][CH2:29]4)[CH2:22][CH2:23]3)[c:11]3[n:12][cH:13][n:14][c:15]([NH2:17])[c:16]23)[cH:6][cH:7]1.[c:31]1([CH3:40])[cH:32][c:33]([N:37]=[C:38]=[O:39])[cH:34][cH:35][cH:36]1.[cH:41]1[cH:42][cH:43][n:44][cH:45][cH:46]1>>[NH:1]([c:2]1[cH:3][cH:4][c:5](-[c:8]2[n:9][n:10]([CH:18]3[CH2:19][CH2:20][CH:21]([N:24]4[CH2:25][CH2:26][N:27]([CH3:30])[CH2:28][CH2:29]4)[CH2:22][CH2:23]3)[c:11]3[n:12][cH:13][n:14][c:15]([NH2:17])[c:16]23)[cH:6][cH:7]1)[C:38]([NH:37][c:33]1[cH:32][c:31]([CH3:40])[cH:36][cH:35][cH:34]1)=[O:39]. The reactants are CCOC(=O)C(C(=O)OCC)c1cccc(OC)n1, CCO, Cl. Yields the product CCOC(=O)Cc1cccc(OC)n1. As a reaction SMILES: [CH3:1][O:2][c:3]1[cH:4][cH:5][cH:6][c:7]([CH:9]([C:10](=[O:11])[O:12][CH2:13][CH3:14])[C:15]([O:16][CH2:17][CH3:18])=[O:19])[n:8]1.[CH3:21][CH2:22][OH:23].[ClH:20]>>[CH3:1][O:2][c:3]1[cH:4][cH:5][cH:6][c:7]([CH2:9][C:10](=[O:11])[O:12][CH2:13][CH3:14])[n:8]1.